From a dataset of the Open Reaction Database (ORD), a public repository of structured organic reaction records. describe an organic reaction: reactants, conditions, products, and yield The reactants are ClC1=C(C=CC=C1)C (2-chlorotoluene), ClCCC(=O)Cl (3-chloropropionyl chloride), [Al+3].[Cl-].[Cl-].[Cl-] (AlCl3). The solvent is [C]=S (carbon sulfide), [C]=S (carbon sulfide). Conditions: time 3 hour. Yields the product ClCCC(=O)C1=CC(=C(C=C1)Cl)C (3-Chloro-1-(4-chloro-3-methylphenyl)propan-1-one). As a reaction SMILES: [Cl:1][C:2]1[CH:7]=[CH:6][CH:5]=[CH:4][C:3]=1[CH3:8].[Cl:9][CH2:10][CH2:11][C:12](Cl)=[O:13].[Al+3].[Cl-].[Cl-].[Cl-]>[C]=S>[Cl:9][CH2:10][CH2:11][C:12]([C:5]1[CH:6]=[CH:7][C:2]([Cl:1])=[C:3]([CH3:8])[CH:4]=1)=[O:13] |f:2.3.4.5,^3:18|. Reported procedure: 23.43 ml of 2-chlorotoluene and 26.6 g of 3-chloropropionyl chloride are mixed in 25 ml of carbon sulfide and 32 g of AlCl3 in 125 ml of carbon sulfide are added over 45 minutes. After stirring for 3 hours at RT, the solvent is evaporated and then 1 liter of water is added. The reaction medium is extracted with ether and then with benzene, and then the organic phase is washed with a saturated Na2CO3 solution and then with water. It is dried over Na2SO4 and then the residue is chromatographed on ... Reactants: CC1CN1, [K+], [OH-], Cc1ccc(S(=O)(=O)Cl)cc1. The product is Cc1ccc(S(=O)(=O)N2CC2C)cc1. As a reaction SMILES: [CH3:1][CH:2]1[NH:3][CH2:4]1.[K+:17].[OH-:16].[c:5]1([CH3:15])[cH:6][cH:7][c:8]([S:11](=[O:12])(=[O:13])[Cl:14])[cH:9][cH:10]1>>[CH3:1][CH:2]1[N:3]([S:11]([c:8]2[cH:7][cH:6][c:5]([CH3:15])[cH:10][cH:9]2)(=[O:12])=[O:13])[CH2:4]1. Starting materials: NC=1C=CC=2C(NC(C3=CC=CC1C23)=O)=O (6-amino-1H-benz[de]-isoquinoline-1,3(2H)-dione), O (water), [H-].[Na+] (sodium hydride), BrCCCCBr (1,4-dibromobutane). The solvent is CN(C=O)C (dimethylformamide). Product: NC=1C=CC=2C(N(C(C3=CC=CC1C23)=O)CCCCBr)=O (6-Amino-2-(4-bromobutyl)-1H-benz[de]isoquinoline-1,3(2H)-dione). Reaction SMILES: [NH2:1][C:2]1[CH:3]=[CH:4][C:5]2[C:6](=[O:16])[NH:7][C:8](=[O:15])[C:9]3[C:14]=2[C:13]=1[CH:12]=[CH:11][CH:10]=3.[H-].[Na+].[Br:19][CH2:20][CH2:21][CH2:22][CH2:23]Br.O>CN(C)C=O>[NH2:1][C:2]1[CH:3]=[CH:4][C:5]2[C:6](=[O:16])[N:7]([CH2:23][CH2:22][CH2:21][CH2:20][Br:19])[C:8](=[O:15])[C:9]3[C:14]=2[C:13]=1[CH:12]=[CH:11][CH:10]=3 |f:1.2|. Procedure: A suspension of 10.6 g of 6-amino-1H-benz[de]-isoquinoline-1,3(2H)-dione in 250 ml of dimetnylformamide was stirred as 2.6 g of 50% sodium hydride in mineral oil was added. The initial orange suspension turned deep red in color. After ten minutes, a solution of 27 g of 1,4-dibromobutane in 50 ml of dimethylformamide was added. A slightly exothermic reaction was noted, and a deep red solution resulted. The mixture was then stirred at room temperature for sixteen hours, and drowned into 600 ml of ... Reactants: COC1CCN(CC1)CCCNC=1N=[N+](C2=C(N1)C=C1CCCC1=C2)[O-] (N-[3-(4-Methoxy-1-piperidinyl)propyl]-7,8-dihydro-6H-indeno[5,6-e][1,2,4]triazin-3-amine 1-Oxide), 1,4-dioxide, CO.CCOC(=O)C (MeOH EtOAc). Product: COC1CCN(CC1)CCCNC=1N=[N+](C2=C([N+]1[O-])C=C1CCCC1=C2)[O-] (N-[3-(4-Methoxy-1-piperidinyl)propyl]-7,8-dihydro-6H-indeno[5,6-e][1,2,4]triazin-3-amine 1,4-Dioxide). Reaction SMILES: [CH3:1][O:2][CH:3]1[CH2:8][CH2:7][N:6]([CH2:9][CH2:10][CH2:11][NH:12][C:13]2[N:14]=[N+:15]([O-:26])[C:16]3[CH:25]=[C:24]4[C:20]([CH2:21][CH2:22][CH2:23]4)=[CH:19][C:17]=3[N:18]=2)[CH2:5][CH2:4]1.CO.CC[O:31]C(C)=O>>[CH3:1][O:2][CH:3]1[CH2:8][CH2:7][N:6]([CH2:9][CH2:10][CH2:11][NH:12][C:13]2[N:14]=[N+:15]([O-:26])[C:16]3[CH:25]=[C:24]4[C:20]([CH2:21][CH2:22][CH2:23]4)=[CH:19][C:17]=3[N+:18]=2[O-:31])[CH2:5][CH2:4]1 |f:1.2|. Procedure: H2O2 (70%, 0.92 mL, ca. 18.3 mmol) was added dropwise to a stirred solution of TFM (2.6 mL, 18.3 mmol) in DCM (20 mL) at 0° C. The solution was stirred at 0° C. for 5 min, warmed to 20° C. for 10 min, then cooled to 0° C. and added to a stirred solution of 1-oxide 58 (655 mg, 1.8 mmol) and TFA (0.71 mL, 9.2 mmol) in DCM (20 mL) at 0° C. The solution was stirred at 20° C. for 8 h, diluted with dilute aqueous NH3 solution (10 mL) and extracted with DCM (4×50 mL). The combined organic fraction was ... Isolated yield 25.5%. The product is C(C)OC1=CC=C(C=C1)CC1=CC=2C(=NC=C(C2)NC(C(C)(C)C)=O)N1CC1CCOCC1 (N-[2-[(4-ethoxyphenyl)methyl]-1-[(tetrahydro-2H-pyran-4-yl)methyl]-1H-pyrrolo[2,3-b]pyridin-5-yl]-2,2-dimethyl-propanamide). The reactants are CC(C(=O)NC=1C=NC(=C(C1)C)NCC1CCOCC1)(C)C (2,2-dimethyl-N-[5-methyl-6-[[(tetrahydro-2H-pyran-4-yl)methyl]amino]-3-pyridinyl]-propanamide), C(CCC)[Li] (n-butyl lithium), C(C)OC1=CC=C(C=C1)CC(=O)OC (methyl 4-ethoxy-benzeneacetate). Reported procedure: To a solution of 2,2-dimethyl-N-[5-methyl-6-[[(tetrahydro-2H-pyran-4-yl)methyl]amino]-3-pyridinyl]-propanamide (2.0 g, 6.55 mmol) in THF (70 ml) at −78° C. was added n-butyl lithium (11.5 ml of 2.0 M solution in cyclohexane, 23.0 mmol). The mixture was stirred for one hour at −20° C. and then cooled to −78° C. To this reaction mixture was cannulated a solution of methyl 4-ethoxy-benzeneacetate (1.72 g, 7.88 mmol) in THF (50 ml) at −78° C. After stirring for 3 hours at room temperature, the mixtu... Solvent: C1CCOC1 (THF), C1CCOC1 (THF). Run at temperature -20 celsius, time 1 hour. As a reaction SMILES: [CH3:1][C:2]([CH3:22])([CH3:21])[C:3]([NH:5][C:6]1[CH:7]=[N:8][C:9]([NH:13][CH2:14][CH:15]2[CH2:20][CH2:19][O:18][CH2:17][CH2:16]2)=[C:10]([CH3:12])[CH:11]=1)=[O:4].C([Li])CCC.[CH2:28]([O:30][C:31]1[CH:36]=[CH:35][C:34]([CH2:37][C:38](OC)=O)=[CH:33][CH:32]=1)[CH3:29]>C1COCC1>[CH2:28]([O:30][C:31]1[CH:36]=[CH:35][C:34]([CH2:37][C:38]2[N:13]([CH2:14][CH:15]3[CH2:16][CH2:17][O:18][CH2:19][CH2:20]3)[C:9]3=[N:8][CH:7]=[C:6]([NH:5][C:3](=[O:4])[C:2]([CH3:22])([CH3:21])[CH3:1])[CH:11]=[C:10]3[CH:12]=2)=[CH:33][CH:32]=1)[CH3:29]. Starting materials: O=C(O)c1ccc(Nc2ncc(Br)c(Nc3ccc(F)cc3)n2)cc1, CCN=C=NCCCN(C)C, [Cl-], Cl, NCCCN1CCCC1=O, [Na+], CN(C)C=O, O, On1nnc2ccccc21. Yields the product O=C(NCCCN1CCCC1=O)c1ccc(Nc2ncc(Br)c(Nc3ccc(F)cc3)n2)cc1. Reaction SMILES: [Br:13][c:14]1[c:15]([NH:30][c:31]2[cH:32][cH:33][c:34]([F:37])[cH:35][cH:36]2)[n:16][c:17]([NH:20][c:21]2[cH:22][cH:23][c:24]([C:27](=[O:28])[OH:29])[cH:25][cH:26]2)[n:18][cH:19]1.[CH3:2][N:3]([CH3:4])[CH2:5][CH2:6][CH2:7][N:8]=[C:9]=[N:10][CH2:11][CH3:12].[Cl-:59].[ClH:1].[NH2:38][CH2:39][CH2:40][CH2:41][N:42]1[C:43](=[O:47])[CH2:44][CH2:45][CH2:46]1.[Na+:58].[O:60]=[CH:61][N:62]([CH3:63])[CH3:64].[OH2:65].[OH:48][n:49]1[c:50]2[cH:51][cH:52][cH:53][cH:54][c:55]2[n:56][n:57]1>>[Br:13][c:14]1[c:15]([NH:30][c:31]2[cH:32][cH:33][c:34]([F:37])[cH:35][cH:36]2)[n:16][c:17]([NH:20][c:21]2[cH:22][cH:23][c:24]([C:27](=[O:28])[NH:38][CH2:39][CH2:40][CH2:41][N:42]3[C:43](=[O:47])[CH2:44][CH2:45][CH2:46]3)[cH:25][cH:26]2)[n:18][cH:19]1. Starting materials: C1(CC1)S(=O)(=O)C1=CC=C(C=C1)C(CC1CCOCC1)C1=CC=C(N1)C=1SC(=CN1)CO ([2-(5-{1-[4-(cyclopropylsulfonyl)phenyl]-2-(tetrahydro-2H-pyran-4-yl)ethyl}-1H-pyrrol-2-yl)-1,3-thiazol-5-yl]methanol), CC(=O)OI1(C=2C=CC=CC2C(=O)O1)(OC(=O)C)OC(=O)C (Dess-Martin reagent), C(O)([O-])=O.[Na+] (sodium hydrogen carbonate). The solvent is C(C)#N (acetonitrile). Conditions: time 8 hour. Yields the product C1(CC1)S(=O)(=O)C1=CC=C(C=C1)C(CC1CCOCC1)C1=CC=C(N1)C=1SC(=CN1)C=O (2-(5-{1-[4-(cyclopropylsulfonyl)phenyl]-2-(tetrahydro-2H-pyran-4-yl)ethyl}-1H-pyrrol-2-yl)-1,3-thiazole-5-carbaldehyde). The yield is 94.3%. RXN SMILES: [CH:1]1([S:4]([C:7]2[CH:12]=[CH:11][C:10]([CH:13]([C:21]3[NH:25][C:24]([C:26]4[S:27][C:28]([CH2:31][OH:32])=[CH:29][N:30]=4)=[CH:23][CH:22]=3)[CH2:14][CH:15]3[CH2:20][CH2:19][O:18][CH2:17][CH2:16]3)=[CH:9][CH:8]=2)(=[O:6])=[O:5])[CH2:3][CH2:2]1.CC(OI1(OC(C)=O)(OC(C)=O)OC(=O)C2C=CC=CC1=2)=O.C(=O)([O-])O.[Na+]>C(#N)C>[CH:1]1([S:4]([C:7]2[CH:12]=[CH:11][C:10]([CH:13]([C:21]3[NH:25][C:24]([C:26]4[S:27][C:28]([CH:31]=[O:32])=[CH:29][N:30]=4)=[CH:23][CH:22]=3)[CH2:14][CH:15]3[CH2:16][CH2:17][O:18][CH2:19][CH2:20]3)=[CH:9][CH:8]=2)(=[O:5])=[O:6])[CH2:3][CH2:2]1 |f:2.3|. Procedure: A mixture of [2-(5-{1-[4-(cyclopropylsulfonyl)phenyl]-2-(tetrahydro-2H-pyran-4-yl)ethyl}-1H-pyrrol-2-yl)-1,3-thiazol-5-yl]methanol (0.49 g), Dess-Martin reagent (0.50 g) and acetonitrile (10 mL) was stirred at room temperature overnight. To the reaction mixture was added saturated aqueous sodium hydrogen carbonate, and the mixture was extracted with ethyl acetate. The ethyl acetate layer was washed with saturated brine, dried (MgSO4) and concentrated. The obtained residue was subjected to silica...